This data is from the Open Reaction Database (ORD), a public repository of structured organic reaction records. The task is: describe an organic reaction: reactants, conditions, products, and yield Reactants: N, C1CCOC1, CCOC(=O)C(C)C(=O)C(C(C)=O)C(=O)OC. Yields the product CCOC(=O)C(C)C(=O)CC(=O)OC. As a reaction SMILES: [NH3:18].[O:19]1[CH2:20][CH2:21][CH2:22][CH2:23]1.[O:1]=[C:2]([CH:3]([C:4](=[O:5])[O:6][CH2:7][CH3:8])[CH3:9])[CH:10]([C:11](=[O:12])[CH3:13])[C:14](=[O:15])[O:16][CH3:17]>>[O:1]=[C:2]([CH:3]([C:4](=[O:5])[O:6][CH2:7][CH3:8])[CH3:9])[CH2:10][C:14](=[O:15])[O:16][CH3:17]. Reactants: O.O.C(C(=O)O)(=O)O (oxalic acid dihydrate), Cl (hydrochloric acid), C1(CCCCC1)NC1=C(C=CC=C1)[N+](=O)[O-] (N-cyclohexyl-2-nitroaniline). The reagents and catalysts are [Ni] (Ra-Ni). Run in C(C)OC(C)=O (ethylacetate), C(C)O (ethanol). Run at temperature 25 celsius. The product is C1(CCCCC1)N1C(C(NC2=CC=C(C=C12)Cl)=O)=O (1-cyclohexyl-7-chlorquinoxaline-2,3(1H, 4H)-dione). Yield: 86.0%. As a reaction SMILES: [CH:1]1([NH:7][C:8]2[CH:13]=[CH:12][CH:11]=[CH:10][C:9]=2[N+:14]([O-])=O)[CH2:6][CH2:5][CH2:4][CH2:3][CH2:2]1.O.O.[C:19]([OH:24])(=O)[C:20](O)=[O:21].[ClH:25]>C(O)C.C(OC(=O)C)C.[Ni]>[CH:1]1([N:7]2[C:8]3[C:9](=[CH:10][CH:11]=[C:12]([Cl:25])[CH:13]=3)[NH:14][C:20](=[O:21])[C:19]2=[O:24])[CH2:6][CH2:5][CH2:4][CH2:3][CH2:2]1 |f:1.2.3|. Procedure: 3.6 g (14.1 mmol) N-cyclohexyl-2-nitroaniline was dissolved in 50 ml ethanol and 150 ml ethylacetate. The solution was hydroqenated at atm. pressure by using Ra-Ni (1 g) as a catalyst. The reaction mixture was filtered and the filtrate was evaporated to give an oil. A mixture of the oil and 3.5 g (28 mmol) oxalic acid dihydrate in 100 ml 4N hydrochloric acid was refluxed for 2 h. After cooling to 25° C. the product was filtered off and washed with water to give 3.4 g (86%) 1-cyclohexyl-7-chlorqu... The reactants are N#Cc1ccc(F)cc1, OC1CNCc2occc21. Yields the product N#Cc1ccc(OC2CNCc3occc32)cc1. RXN SMILES: [F:11][c:12]1[cH:13][cH:14][c:15]([C:16]#[N:17])[cH:18][cH:19]1.[o:1]1[cH:2][cH:3][c:4]2[c:5]1[CH2:6][NH:7][CH2:8][CH:9]2[OH:10]>>[o:1]1[cH:2][cH:3][c:4]2[c:5]1[CH2:6][NH:7][CH2:8][CH:9]2[O:10][c:12]1[cH:13][cH:14][c:15]([C:16]#[N:17])[cH:18][cH:19]1. Reactants: CN, Clc1cccc(Cl)c1-c1nsnc1Cl, O. Yields the product CNc1nsnc1-c1c(Cl)cccc1Cl. RXN SMILES: [CH3:15][NH2:16].[Cl:1][c:2]1[n:3][s:4][n:5][c:6]1-[c:7]1[c:8]([Cl:14])[cH:9][cH:10][cH:11][c:12]1[Cl:13].[OH2:17]>>[c:2]1([NH:16][CH3:15])[n:3][s:4][n:5][c:6]1-[c:7]1[c:8]([Cl:14])[cH:9][cH:10][cH:11][c:12]1[Cl:13].